From a dataset of the Open Reaction Database (ORD), a public repository of structured organic reaction records. describe an organic reaction: reactants, conditions, products, and yield Product: N1(CCOCC1)C=1N=C(C2=C(N1)N(CC2)C2=C(C=CC=C2)C)C=2C=C(C=CC2)O (3-(2-Morpholin-4-yl-7-o-tolyl-6,7-dihydro-5H-pyrrolo[2,3-d]pyrimidin-4-yl)-phenol). Starting materials: ClC1=NC(=NC(=C1CCCl)C1=CC(=CC=C1)OC)N1CCOCC1 (4-[4-chloro-5-(2-chloroethyl)-6-(3-methoxyphenyl)-pyrimidin-2-yl]-morpholine), CC1=C(N)C=CC=C1 (2-methylaniline), COC=1C=C(C=CC1)C=1C2=C(N=C(N1)N1CCOCC1)N(CC2)C2=C(C=CC=C2)C (4-(3-methoxy-phenyl)-2-morpholin-4-yl-7-o-tolyl-6,7-dihydro-5H-pyrrolo[2,3-d]pyrimidine). RXN SMILES: ClC1C(CCCl)=C(C2C=CC=C(OC)C=2)N=C(N2CCOCC2)N=1.CC1C=CC=CC=1N.C[O:34][C:35]1[CH:36]=[C:37]([C:41]2[C:42]3[CH2:55][CH2:54][N:53]([C:56]4[CH:61]=[CH:60][CH:59]=[CH:58][C:57]=4[CH3:62])[C:43]=3[N:44]=[C:45]([N:47]3[CH2:52][CH2:51][O:50][CH2:49][CH2:48]3)[N:46]=2)[CH:38]=[CH:39][CH:40]=1>>[N:47]1([C:45]2[N:46]=[C:41]([C:37]3[CH:36]=[C:35]([OH:34])[CH:40]=[CH:39][CH:38]=3)[C:42]3[CH2:55][CH2:54][N:53]([C:56]4[CH:61]=[CH:60][CH:59]=[CH:58][C:57]=4[CH3:62])[C:43]=3[N:44]=2)[CH2:52][CH2:51][O:50][CH2:49][CH2:48]1. Procedure details: In the same manner as Example 1-A-01, from 4-[4-chloro-5-(2-chloroethyl)-6-(3-methoxyphenyl)-pyrimidin-2-yl]-morpholine and 2-methylaniline, 4-(3-methoxy-phenyl)-2-morpholin-4-yl-7-o-tolyl-6,7-dihydro-5H-pyrrolo[2,3-d]pyrimidine was obtained, and subsequently, further in the same manner as Example 1-A-09, the desired compound was obtained. Reactants: CCOC(=O)c1ccc(N=C(C)c2ccccc2)cc1, CCO. Product: CCOC(=O)c1ccc(NC(C)c2ccccc2)cc1. RXN SMILES: [CH3:1][C:2]([c:3]1[cH:4][cH:5][cH:6][cH:7][cH:8]1)=[N:9][c:10]1[cH:11][cH:12][c:13]([C:16](=[O:17])[O:18][CH2:19][CH3:20])[cH:14][cH:15]1.[CH3:21][CH2:22][OH:23]>>[CH3:1][CH:2]([c:3]1[cH:4][cH:5][cH:6][cH:7][cH:8]1)[NH:9][c:10]1[cH:11][cH:12][c:13]([C:16](=[O:17])[O:18][CH2:19][CH3:20])[cH:14][cH:15]1. Starting materials: NCCOC1=CC=C(C=C1)CC(C(=O)OCC)CCCC (ethyl 3-[4-(2-aminoethoxy)phenyl]-2-butylpropionate), COC(=O)C1=CC=C(C=C1)C1=CC=C(C=C1)C(=O)O (4′-methoxycarbonylbiphenyl-4-carboxylic acid), C(=O)(N1C=NC=C1)N1C=NC=C1 (carbonyldiimidazole). Product: C(CCC)C(C(=O)OCC)CC1=CC=C(C=C1)OCCNC(=O)C1=CC=C(C=C1)C1=CC=C(C=C1)C(=O)OC (Ethyl 2-butyl-3-[4-[2-(4′-methoxycarbonylbiphenyl-4-carbonylamino)ethoxy]phenyl]propionate). Yield: 37.8%. Reaction SMILES: [NH2:1][CH2:2][CH2:3][O:4][C:5]1[CH:10]=[CH:9][C:8]([CH2:11][CH:12]([CH2:18][CH2:19][CH2:20][CH3:21])[C:13]([O:15][CH2:16][CH3:17])=[O:14])=[CH:7][CH:6]=1.[CH3:22][O:23][C:24]([C:26]1[CH:31]=[CH:30][C:29]([C:32]2[CH:37]=[CH:36][C:35]([C:38](O)=[O:39])=[CH:34][CH:33]=2)=[CH:28][CH:27]=1)=[O:25].C(N1C=CN=C1)(N1C=CN=C1)=O>>[CH2:18]([CH:12]([CH2:11][C:8]1[CH:9]=[CH:10][C:5]([O:4][CH2:3][CH2:2][NH:1][C:38]([C:35]2[CH:36]=[CH:37][C:32]([C:29]3[CH:30]=[CH:31][C:26]([C:24]([O:23][CH3:22])=[O:25])=[CH:27][CH:28]=3)=[CH:33][CH:34]=2)=[O:39])=[CH:6][CH:7]=1)[C:13]([O:15][CH2:16][CH3:17])=[O:14])[CH2:19][CH2:20][CH3:21]. Procedure: In a similar manner to that described in Example 5, a reaction was carried out using ethyl 3-[4-(2-aminoethoxy)phenyl]-2-butylpropionate (375 mg), which is the product of Reference example 6, 4′-methoxycarbonylbiphenyl-4-carboxylic acid (328 mg) and carbonyldiimidazole (225 mg) and the reaction mixture was treated to afford the title compound (257 mg) as colorless crystals. The reactants are C1COCCN1, C1CCOC1, c1ccc(P(c2ccccc2)(c2ccccc2)[Pd](P(c2ccccc2)(c2ccccc2)c2ccccc2)(P(c2ccccc2)(c2ccccc2)c2ccccc2)P(c2ccccc2)(c2ccccc2)c2ccccc2)cc1, C=CCOC(=O)NC1(c2cnccn2)CC1. Product: NC1(c2cnccn2)CC1. RXN SMILES: [CH2:17]1[NH:18][CH2:19][CH2:20][O:21][CH2:22]1.[CH2:23]1[O:24][CH2:25][CH2:26][CH2:27]1.[cH:28]1[cH:29][cH:30][c:31]([P:32]([Pd:33]([P:34]([c:35]2[cH:36][cH:37][cH:38][cH:39][cH:40]2)([c:41]2[cH:42][cH:43][cH:44][cH:45][cH:46]2)[c:47]2[cH:48][cH:49][cH:50][cH:51][cH:52]2)([P:53]([c:54]2[cH:55][cH:56][cH:57][cH:58][cH:59]2)([c:60]2[cH:61][cH:62][cH:63][cH:64][cH:65]2)[c:66]2[cH:67][cH:68][cH:69][cH:70][cH:71]2)[P:72]([c:73]2[cH:74][cH:75][cH:76][cH:77][cH:78]2)([c:79]2[cH:80][cH:81][cH:82][cH:83][cH:84]2)[c:85]2[cH:86][cH:87][cH:88][cH:89][cH:90]2)([c:91]2[cH:92][cH:93][cH:94][cH:95][cH:96]2)[c:97]2[cH:98][cH:99][cH:100][cH:101][cH:102]2)[cH:103][cH:104]1.[n:1]1[c:2]([C:7]2([NH:10][C:11](=[O:12])[O:13][CH2:14][CH:15]=[CH2:16])[CH2:8][CH2:9]2)[cH:3][n:4][cH:5][cH:6]1>>[n:1]1[c:2]([C:7]2([NH2:10])[CH2:8][CH2:9]2)[cH:3][n:4][cH:5][cH:6]1.